The task is: describe an organic reaction: reactants, conditions, products, and yield. This data is from the Open Reaction Database (ORD), a public repository of structured organic reaction records. Reactants: ClC1=C(C=C(C(=C1[N+](=O)[O-])Cl)[N+](=O)[O-])C(F)(F)F (2,4-dichloro-3,5-dinitrobenzotrifluoride), C(CC)NCCC (di-n-propylamine), C (charcoal). Solvent: C(C)O (ethanol), C(C)O (ethanol). Yields the product C(CC)N(C1=C(C(=C(C=C1[N+](=O)[O-])C(F)(F)F)Cl)[N+](=O)[O-])CCC (N,N-di-n-propyl-3-chloro-2,6-dinitro-4-trifluoromethylaniline). Isolated yield 79.6%. RXN SMILES: [Cl:1][C:2]1[C:7]([N+:8]([O-:10])=[O:9])=[C:6](Cl)[C:5]([N+:12]([O-:14])=[O:13])=[CH:4][C:3]=1[C:15]([F:18])([F:17])[F:16].[CH2:19]([NH:22][CH2:23][CH2:24][CH3:25])[CH2:20][CH3:21].C>C(O)C>[CH2:19]([N:22]([CH2:23][CH2:24][CH3:25])[C:6]1[C:5]([N+:12]([O-:14])=[O:13])=[CH:4][C:3]([C:15]([F:18])([F:17])[F:16])=[C:2]([Cl:1])[C:7]=1[N+:8]([O-:10])=[O:9])[CH2:20][CH3:21]. Reported procedure: A heavy walled glass reaction tube of approximately 50 ml. capacity was charged with 7.0 grams (0.023 mole) of 2,4-dichloro-3,5-dinitrobenzotrifluoride, 4.64 grams (0.0458 mole) of di-n-propylamine and 40 ml. of absolute ethanol. The tube was sealed and heated in an oil bath at 94°-99°C. for 98 hours. The cooled reaction mixture was then evaporated to dryness to give an oily residue which was extracted with boiling diethyl ether. The insoluble di-n-propylamine hydrochloride was removed by filtra... Reactants: C(C)NC1=CC=CC=C1 (N-ethylaniline), C1C(O1)CO (glycidol), C(C)O (ethanol). Run in O (water). Conditions: temperature 120 celsius. The product is C(C)N(CC(CO)O)C1=CC=CC=C1 (rac-3-(Ethyl-phenyl-amino)-propane-1,2-diol). The yield is 94.7%. As a reaction SMILES: [CH2:1]([NH:3][C:4]1[CH:9]=[CH:8][CH:7]=[CH:6][CH:5]=1)[CH3:2].[CH2:10]1[O:12][CH:11]1[CH2:13][OH:14].C(O)C>O>[CH2:1]([N:3]([C:4]1[CH:9]=[CH:8][CH:7]=[CH:6][CH:5]=1)[CH2:10][CH:11]([OH:12])[CH2:13][OH:14])[CH3:2]. Procedure: A mixture of N-ethylaniline (1.21 g, 10 mmol), glycidol (1.11 g, 15 mmol) and ethanol (1 ml) was heated by microwave irradiation for 10 min at 120° C. The mixture was dissolved in water (10 ml) and extracted with ethyl acetate (3 times 25 ml). The combined organic layers were dried over magnesium sulfate and evaporated. The residue was purified by chromatography (SiO2, ethyl acetate/heptane=1:2) to yield a colorless liquid (1.85 g, 94%); MS (ISP): 196.3 ((M+H)+). Reactants: COC=1C=C(CNC(=O)C23CC4C(C(CC(C2)C4)C3)OC(=O)N3CCC4(CC3)CC(C3=CC=CC=C34)CC(=O)O)C=C(C1)OC (2-(1′-((1-(3,5-dimethoxybenzylcarbamoyl)-4-adamantyloxy)carbonyl)-2,3-dihydrospiro[indene-1,4′-piperidine]-3-yl)acetic acid), C(=O)(C(F)(F)F)O (TFA), C(=O)(C(F)(F)F)O (TFA). Run at time 4 hour. The product is C(N)(=O)C12CC3C(C(CC(C1)C3)C2)OC(=O)N2CCC3(CC2)CC(C2=CC=CC=C23)CC(=O)O (2-(1′-((1-carbamoyl-4-adamantyloxy)carbonyl)-2,3-dihydrospiro[indene-1,4′-piperidine]-3-yl)acetic acid). Yield: 4.5%. RXN SMILES: COC1C=C(C=C(OC)C=1)C[NH:7][C:8]([C:10]12[CH2:19][CH:14]3[CH2:15][CH:16]([CH2:18][CH:12]([CH:13]3[O:20][C:21]([N:23]3[CH2:28][CH2:27][C:26]4([C:36]5[C:31](=[CH:32][CH:33]=[CH:34][CH:35]=5)[CH:30]([CH2:37][C:38]([OH:40])=[O:39])[CH2:29]4)[CH2:25][CH2:24]3)=[O:22])[CH2:11]1)[CH2:17]2)=[O:9].C(O)(C(F)(F)F)=O>>[C:8]([C:10]12[CH2:19][CH:14]3[CH2:15][CH:16]([CH2:18][CH:12]([CH:13]3[O:20][C:21]([N:23]3[CH2:28][CH2:27][C:26]4([C:36]5[C:31](=[CH:32][CH:33]=[CH:34][CH:35]=5)[CH:30]([CH2:37][C:38]([OH:40])=[O:39])[CH2:29]4)[CH2:25][CH2:24]3)=[O:22])[CH2:11]1)[CH2:17]2)(=[O:9])[NH2:7]. Reported procedure: To a solution of 2-(1′-((1-(3,5-dimethoxybenzylcarbamoyl)-4-adamantyloxy)carbonyl)-2,3-dihydrospiro[indene-1,4′-piperidine]-3-yl)acetic acid (40 mg, 0.096 mmol) was added 50% TFA (2.5 mL) at 0° C. The reaction mixture was stirred for 4 h at rt. The TFA was neutralized, and the solution was dried and concentrated to give crude product which was purified by preparative HPLC to give 2-(1′-((1-carbamoyl-4-adamantyloxy)carbonyl)-2,3-dihydrospiro[indene-1,4′-piperidine]-3-yl)acetic acid (2 mg, 7%). LC... Reactants: [H-].[K+] (potassium hydride), C(C)(C)(C)C1=CC=2CC3=CC(=CC=C3C2C=C1)C(C)(C)C (2,7-di-tert-butylfluorene), C(C=C)OC1=C(C=C(C=C1C(C)(C)C)C)[Si](CC)(CC)Cl ((2-allyloxy-3-tert-butyl-5-methylphenyl)chlorodiethylsilane), [H-].[K+] (potassium hydride), aqueous solution, C(O)([O-])=O.[Na+] (sodium hydrogen carbonate), aqueous solution, C([O-])([O-])=O.[Na+].[Na+] (sodium carbonate). The solvent is C1(=CC=CC=C1)C (toluene), C1CCOC1 (THF), C1CCOC1 (THF), CCCCCC (hexane), C1CCOC1 (THF). Run at time 2.5 hour. The product is C(C=C)OC1=C(C=C(C=C1C(C)(C)C)C)[Si](CC)(CC)C1C2=CC(=CC=C2C=2C=CC(=CC12)C(C)(C)C)C(C)(C)C ((2-allyloxy-3-tert-butyl-5-methylphenyl)(2,7-di-tert-butyl fluoren-9-yl)diethylsilane). Reaction SMILES: [H-].[K+].[C:3]([C:7]1[CH:19]=[CH:18][C:17]2[C:16]3[C:11](=[CH:12][C:13]([C:20]([CH3:23])([CH3:22])[CH3:21])=[CH:14][CH:15]=3)[CH2:10][C:9]=2[CH:8]=1)([CH3:6])([CH3:5])[CH3:4].[CH2:24]([O:27][C:28]1[C:33]([C:34]([CH3:37])([CH3:36])[CH3:35])=[CH:32][C:31]([CH3:38])=[CH:30][C:29]=1[Si:39](Cl)([CH2:42][CH3:43])[CH2:40][CH3:41])[CH:25]=[CH2:26].C(=O)([O-])O.[Na+].C(=O)([O-])[O-].[Na+].[Na+]>CCCCCC.C1COCC1.C1(C)C=CC=CC=1>[CH2:24]([O:27][C:28]1[C:33]([C:34]([CH3:35])([CH3:36])[CH3:37])=[CH:32][C:31]([CH3:38])=[CH:30][C:29]=1[Si:39]([CH:10]1[C:9]2[CH:8]=[C:7]([C:3]([CH3:6])([CH3:5])[CH3:4])[CH:19]=[CH:18][C:17]=2[C:16]2[C:11]1=[CH:12][C:13]([C:20]([CH3:23])([CH3:22])[CH3:21])=[CH:14][CH:15]=2)([CH2:40][CH3:41])[CH2:42][CH3:43])[CH:25]=[CH2:26] |f:0.1,4.5,6.7.8|. Procedure details: There was washed 3.00 g (22.45 mmol) of potassium hydride having a purity of 30% by weight with each 6 mL of hexane three times in an atmosphere of nitrogen, and 37 mL of THF was added thereto. To the obtained THF slurry of potassium hydride, 5.00 g (17.96 mml) of 2,7-di-tert-butylfluorene was added dropwise at 0° C. using 32 mL of a THF solution thereof. The obtained mixture was stirred for 2.5 hours at a room temperature, and then 5.84 g (17.96 mmol) of (2-allyloxy-3-tert-butyl-5-methylphenyl)... Reactants: C(C)(C)(C)OC(=O)N1C[C@H](CC1)SC=1C=C2C=CN=CC2=CC1Cl ((S)-3-(7-Chloro-isoquinolin-6-ylsulfanyl)-pyrrolidine-1-carboxylic acid tert-butyl ester). Run in ClCCl (dichloromethane), Cl (HCl), C(C)(C)O (isopropanol). Product: Cl.ClC1=C(C=C2C=CN=CC2=C1)S[C@@H]1CNCC1 (7-Chloro-6-((S)-pyrrolidin-3-ylsulfanyl)-isoquinoline hydrochloride). The yield is 215.5%. Reaction SMILES: C(OC([N:8]1[CH2:12][CH2:11][C@H:10]([S:13][C:14]2[CH:15]=[C:16]3[C:21](=[CH:22][C:23]=2[Cl:24])[CH:20]=[N:19][CH:18]=[CH:17]3)[CH2:9]1)=O)(C)(C)C>ClCCl.Cl.C(O)(C)C>[ClH:24].[Cl:24][C:23]1[CH:22]=[C:21]2[C:16]([CH:17]=[CH:18][N:19]=[CH:20]2)=[CH:15][C:14]=1[S:13][C@H:10]1[CH2:11][CH2:12][NH:8][CH2:9]1 |f:4.5|. Procedure details: 4.5 g (6.1 mmol) (S)-3-(7-Chloro-isoquinolin-6-ylsulfanyl)-pyrrolidine-1-carboxylic acid tert-butyl ester in 15 ml dichloromethane and 7.5 ml 6N HCl in isopropanol were stirred over night. After evaporation water was added and lyophilized. 1.98 g of 7-Chloro-6-((S)-pyrrolidin-3-ylsulfanyl)-isoquinoline hydrochloride were obtained. Rt=0.76 min (Method B). Detected mass: 264.1/266.1 (M+H+). Reactants: [Al+3], CCCCOC(=O)c1ccc(-c2cc(OC)ccc2F)c(OCCCC)c1, C1CCOC1, [H-], [H-], [H-], [H-], [Li+], O. The product is CCCCOc1cc(CO)ccc1-c1cc(OC)ccc1F. Reaction SMILES: [Al+3:29].[CH2:1]([CH2:2][CH2:3][CH3:4])[O:5][c:6]1[c:7](-[c:19]2[c:20]([F:27])[cH:21][cH:22][c:23]([O:25][CH3:26])[cH:24]2)[cH:8][cH:9][c:10]([C:12](=[O:13])[O:14][CH2:15][CH2:16][CH2:17][CH3:18])[cH:11]1.[CH2:34]1[O:35][CH2:36][CH2:37][CH2:38]1.[H-:28].[H-:31].[H-:32].[H-:33].[Li+:30].[OH2:39]>>[CH2:1]([CH2:2][CH2:3][CH3:4])[O:5][c:6]1[c:7](-[c:19]2[c:20]([F:27])[cH:21][cH:22][c:23]([O:25][CH3:26])[cH:24]2)[cH:8][cH:9][c:10]([CH2:12][OH:13])[cH:11]1. The reactants are [BH4-].[Na+] (NaBH4), COC(CC(CCC=C(C)C)C)OC (citronellal dimethyl acetal), CC(C)=CCCC(C)CC=O (racemic citronellal), O=[O+][O-] (ozone), O=[O+][O-] (O3), O=[O+][O-] (O3). Solvent: CO.O (MeOH-H2O), CO (methanol). Run at time 2 hour. The product is COC(CC(CCCO)C)OC (6,6-dimethyoxy-4-methyl-1-hexanol). Yield: 85.0%. Reaction SMILES: [CH3:1][O:2][CH:3]([O:13][CH3:14])[CH2:4][CH:5]([CH3:12])[CH2:6][CH2:7][CH:8]=C(C)C.CC(=CCCC(CC=[O:25])C)C.O=[O+][O-].[BH4-].[Na+]>CO.CO.O>[CH3:1][O:2][CH:3]([O:13][CH3:14])[CH2:4][CH:5]([CH3:12])[CH2:6][CH2:7][CH2:8][OH:25] |f:3.4,6.7|. Procedure: A solution of citronellal dimethyl acetal [55.0 g, 275 mmole, prepared from racemic citronellal, according to the process described by V. R. Mamdapur et al. in Tetrahedron 20, 2601 (1964)] in methanol (550 ml) was treated at -75° with a stream of ozone for 3.5 h (4.5 g of O3 per hour, 328 mmole of O3). The excess of ozone was purged with argon, the solution was allowed to warm to 0° and then treated with a solution of NaBH4 (5.22 g, 137.5 mmole) in MeOH-H2O (1:1, 154 ml). After 2 h, the reaction...